The task is: describe an organic reaction: reactants, conditions, products, and yield. This data is from the Open Reaction Database (ORD), a public repository of structured organic reaction records. The reactants are ClCC(CC#C)(CCCC)O (4-chloromethyl-4-hydroxy-1-octyne), ( s ), C([O-])(O)=O.[Na+] (sodium bicarbonate), s,OTMS, ( t ), N1C=NC=C1 (imidazole), C[Si](Cl)(C)C (trimethylchlorosilane), ( d ). Solvent: CN(C=O)C (dimethylformamide), CCCCCC (hexane). Run at time 8 hour. The product is ClCC(CC#C)(CCCC)O[Si](C)(C)C (4-Chloromethyl-4-trimethylsiloxy-1-octyne). RXN SMILES: [Cl:1][CH2:2][C:3]([OH:11])([CH2:7][CH2:8][CH2:9][CH3:10])[CH2:4][C:5]#[CH:6].N1C=CN=C1.[CH3:17][Si:18]([CH3:21])([CH3:20])Cl.C(=O)(O)[O-].[Na+]>CCCCCC.CN(C)C=O>[Cl:1][CH2:2][C:3]([O:11][Si:18]([CH3:21])([CH3:20])[CH3:17])([CH2:7][CH2:8][CH2:9][CH3:10])[CH2:4][C:5]#[CH:6] |f:3.4|. Procedure: To a stirred, ice-cold solution of 7.22 g. of 4-chloromethyl-4-hydroxy-1-octyne and 7.16 g. of imidazole in 28 ml. of dimethylformamide is added 6.5 ml. of trimethylchlorosilane via a syrine during 15 minutes. The resulting mixture is stirred at room temperature overnight, diluted with hexane and poured into a mixture of ice and saturated sodium bicarbonate solution. The hexane solution is separated, washed with saturated sodium bicarbonate, water and brine, dried over anhydrous sodium sulfate a... Starting materials: CCO, Cl, [Sn], CCN(CC)CCOc1ccc([N+](=O)[O-])c(C=Cc2n[nH]c3ccccc23)c1. Product: CCN(CC)CCOc1ccc(N)c(C=Cc2n[nH]c3ccccc23)c1. As a reaction SMILES: [CH3:31][CH2:32][OH:33].[ClH:30].[Sn:29].[nH:1]1[n:2][c:3]([CH:10]=[CH:11][c:12]2[cH:13][c:14]([O:21][CH2:22][CH2:23][N:24]([CH2:25][CH3:26])[CH2:27][CH3:28])[cH:15][cH:16][c:17]2[N+:18]([O-:19])=[O:20])[c:4]2[cH:5][cH:6][cH:7][cH:8][c:9]12>>[nH:1]1[n:2][c:3]([CH:10]=[CH:11][c:12]2[cH:13][c:14]([O:21][CH2:22][CH2:23][N:24]([CH2:25][CH3:26])[CH2:27][CH3:28])[cH:15][cH:16][c:17]2[NH2:18])[c:4]2[cH:5][cH:6][cH:7][cH:8][c:9]12. The reactants are NCC(=O)N[C@@H](CC1=CC=CC=C1)C(=O)NNC(=O)C (H-Gly-Phe-NHNH-COCH3), BOC-(D)-Phe-ONB, N([C@@H](CC1=CC=C(C=C1)O)C(=O)N[C@H](CCSC)C(=O)NCC(=O)O)C(=O)OC(C)(C)C (BOC-Tyr-(D)-Met-Gly-OH). Product: N([C@H](CC1=CC=CC=C1)C(=O)NCC(=O)N[C@@H](CC1=CC=CC=C1)C(=O)NNC(=O)C)C(=O)OC(C)(C)C (BOC-(D)-Phe-Gly-Phe-NHNH-COCH3). Reported procedure: Using H-Gly-Phe-NHNH-COCH3 (0.44 g) and BOC-(D)-Phe-ONB (0.68 g), the desired compound (0.68 g) is obtained in a similar manner to (III) of Example 45, m.p. 208°-209° C., [α]D23 +3.3°(c=0.45, DMF), Rf1 =0.51. Run in CN(C)C=O (DMF). As a reaction SMILES: [NH2:1][CH2:2][C:3]([NH:5][C@H:6]([C:14]([NH:16][NH:17][C:18]([CH3:20])=[O:19])=[O:15])[CH2:7][C:8]1[CH:13]=[CH:12][CH:11]=[CH:10][CH:9]=1)=[O:4].[NH:21]([C:46]([O:48][C:49]([CH3:52])([CH3:51])[CH3:50])=[O:47])[C@H:22]([C:31](N[C@@H](C(NCC(O)=O)=O)CCSC)=[O:32])[CH2:23][C:24]1[CH:29]=[CH:28][C:27](O)=[CH:26][CH:25]=1>CN(C=O)C>[NH:21]([C:46]([O:48][C:49]([CH3:52])([CH3:51])[CH3:50])=[O:47])[C@@H:22]([C:31]([NH:1][CH2:2][C:3]([NH:5][C@H:6]([C:14]([NH:16][NH:17][C:18]([CH3:20])=[O:19])=[O:15])[CH2:7][C:8]1[CH:13]=[CH:12][CH:11]=[CH:10][CH:9]=1)=[O:4])=[O:32])[CH2:23][C:24]1[CH:29]=[CH:28][CH:27]=[CH:26][CH:25]=1. Reactants: O=C1N(C2=CC=CC=C2C(=C1)C(C(=O)OCC)C(=O)OCC)C1=CC=CC=C1 (Diethyl 1,2-dihydro-2-oxo-1-phenylquinol-4-ylmalonate), [OH-].[Na+] (sodium hydroxide). Run in C(C)O (ethanol), O (water), O (water). Yields the product O=C1N(C2=CC=CC=C2C(=C1)CC(=O)O)C1=CC=CC=C1 (1,2-dihydro-2-oxo-1-phenylquinol-4-ylacetic acid). Yield: 51.0%. RXN SMILES: [O:1]=[C:2]1[CH:11]=[C:10]([CH:12](C(OCC)=O)[C:13]([O:15]CC)=[O:14])[C:9]2[C:4](=[CH:5][CH:6]=[CH:7][CH:8]=2)[N:3]1[C:23]1[CH:28]=[CH:27][CH:26]=[CH:25][CH:24]=1.[OH-].[Na+]>C(O)C.O>[O:1]=[C:2]1[CH:11]=[C:10]([CH2:12][C:13]([OH:15])=[O:14])[C:9]2[C:4](=[CH:5][CH:6]=[CH:7][CH:8]=2)[N:3]1[C:23]1[CH:28]=[CH:27][CH:26]=[CH:25][CH:24]=1 |f:1.2|. Reported procedure: Diethyl 1,2-dihydro-2-oxo-1-phenylquinol-4-ylmalonate (2.7 g.) was dissolved in ethanol (50 ml.), and a solution of sodium hydroxide (2.85 g.) in water (3 ml.) was added. The mixture was heated under reflux for 1 hour, and then cooled and poured into water (200 ml.) to give a solution which was treated with decolourising carbon, filtered, and adjusted to pH 3 by addition of hydrochloric acid. The precipitate was collected by filtration, washed with water, drained, and crystallised from methanol ... Reactants: Cn1cc2cc(C(F)(F)F)cc(COCC3(c4ccc(F)cc4)CCN(C(=O)OC(C)(C)C)CC3)c2n1, O=C(O)C(F)(F)F. The product is Cn1cc2cc(C(F)(F)F)cc(COCC3(c4ccc(F)cc4)CCNCC3)c2n1. As a reaction SMILES: [F:1][c:2]1[cH:3][cH:4][c:5]([C:8]2([CH2:21][O:22][CH2:23][c:24]3[cH:25][c:26]([C:34]([F:35])([F:36])[F:37])[cH:27][c:28]4[cH:29][n:30]([CH3:33])[n:31][c:32]34)[CH2:9][CH2:10][N:11]([C:14]([O:15][C:16]([CH3:17])([CH3:18])[CH3:19])=[O:20])[CH2:12][CH2:13]2)[cH:6][cH:7]1.[OH:38][C:39]([C:40]([F:41])([F:42])[F:43])=[O:44]>>[F:1][c:2]1[cH:3][cH:4][c:5]([C:8]2([CH2:21][O:22][CH2:23][c:24]3[cH:25][c:26]([C:34]([F:35])([F:36])[F:37])[cH:27][c:28]4[cH:29][n:30]([CH3:33])[n:31][c:32]34)[CH2:9][CH2:10][NH:11][CH2:12][CH2:13]2)[cH:6][cH:7]1. The reactants are N#CBr (cyanogen bromide), C1(=C(C=CC=C1)NCCNC1=C(C=CC=C1)C)C (N,N' Bistolyl ethylene diamine), solution, [OH-].[Na+] (NaOH). Solvent: C(C)O (ethanol), CCO (EtOH), C(C)O (ethanol). Conditions: time 1 hour. Product: C1(=C(C=CC=C1)N1C(N(CC1)C1=C(C=CC=C1)C)=N)C (N,N' Bistolyl-2-imino-imidazolidine). The yield is 92.6%. Reaction SMILES: [C:1]1([CH3:18])[CH:6]=[CH:5][CH:4]=[CH:3][C:2]=1[NH:7][CH2:8][CH2:9][NH:10][C:11]1[CH:16]=[CH:15][CH:14]=[CH:13][C:12]=1[CH3:17].[N:19]#[C:20]Br.[OH-].[Na+]>CCO>[C:1]1([CH3:18])[CH:6]=[CH:5][CH:4]=[CH:3][C:2]=1[N:7]1[CH2:8][CH2:9][N:10]([C:11]2[CH:16]=[CH:15][CH:14]=[CH:13][C:12]=2[CH3:17])[C:20]1=[NH:19] |f:2.3|. Reported procedure: N,N' Bistolyl ethylene diamine (105.8 mg, 0.44 mmol) was taken up in EtOH (3 mL) to provide a light purple solution. This solution was then placed in a one-necked round-bottom flask (25 mL) equipped with magnetic stirbar and reflux condenser. To this solution, cyanogen bromide (50 mg, 0.47 mmol) in ethanol (2 mL) was added in a single portion. The resultant reaction mixture was stirred for 1 h. It was noted that the solution turned clear. The solution was then brought to reflux and maintained at...